Dataset: the Open Reaction Database (ORD), a public repository of structured organic reaction records. Task: describe an organic reaction: reactants, conditions, products, and yield The reactants are COc1ccc2c(=O)c(=O)c(=O)c2c1, Cl, NNC(=O)Nc1ccccc1O. Yields the product COc1ccc2c(=O)c(=NNC(=O)Nc3ccccc3O)c(=O)c2c1. As a reaction SMILES: [CH3:1][O:2][c:3]1[cH:4][c:5]2[c:6](=[O:14])[c:7](=[O:13])[c:8](=[O:12])[c:9]2[cH:10][cH:11]1.[ClH:15].[OH:16][c:17]1[c:18]([NH:23][C:24]([NH:25][NH2:26])=[O:27])[cH:19][cH:20][cH:21][cH:22]1>>[CH3:1][O:2][c:3]1[cH:4][c:5]2[c:6](=[O:14])[c:7](=[N:26][NH:25][C:24]([NH:23][c:18]3[c:17]([OH:16])[cH:22][cH:21][cH:20][cH:19]3)=[O:27])[c:8](=[O:12])[c:9]2[cH:10][cH:11]1. Reaction SMILES: [CH3:1][N:2]([CH2:3][CH:4]([CH2:5][OH:6])[O:7][CH:8]([CH2:9][CH2:10][CH3:11])[O:12][CH:13]1[CH2:14][C:15]2=[CH:16][CH2:17][CH:18]3[CH:19]4[CH2:20][CH2:21][CH:22]([CH:23]([CH2:24][CH2:25][CH2:26][CH:27]([CH3:28])[CH3:29])[CH3:30])[C:31]4([CH3:39])[CH2:32][CH2:33][CH:34]3[C:35]2([CH3:38])[CH2:36][CH2:37]1)[CH3:40].[CH3:43][S:44]([O:45][CH2:48][CH2:49][CH2:50][CH2:51][CH2:52][CH2:53][CH2:54][CH2:55][CH:56]=[CH:57][CH2:58][CH:59]=[CH:60][CH2:61][CH2:62][CH2:63][CH2:64][CH3:65])(=[O:46])=[O:47].[CH3:66][c:67]1[cH:68][cH:69][cH:70][cH:71][cH:72]1.[H-:41].[Na+:42]>>[CH3:1][N:2]([CH2:3][CH:4]([CH2:5][O:6][CH2:48][CH2:49][CH2:50][CH2:51][CH2:52][CH2:53][CH2:54][CH2:55][CH:56]=[CH:57][CH2:58][CH:59]=[CH:60][CH2:61][CH2:62][CH2:63][CH2:64][CH3:65])[O:7][CH:8]([CH2:9][CH2:10][CH3:11])[O:12][CH:13]1[CH2:14][C:15]2=[CH:16][CH2:17][CH:18]3[CH:19]4[CH2:20][CH2:21][CH:22]([CH:23]([CH2:24][CH2:25][CH2:26][CH:27]([CH3:28])[CH3:29])[CH3:30])[C:31]4([CH3:39])[CH2:32][CH2:33][CH:34]3[C:35]2([CH3:38])[CH2:36][CH2:37]1)[CH3:40]. Reactants: CCCC(OC1CCC2(C)C(=CCC3C2CCC2(C)C(C(C)CCCC(C)C)CCC32)C1)OC(CO)CN(C)C, CCCCCC=CCC=CCCCCCCCCOS(C)(=O)=O, Cc1ccccc1, [H-], [Na+]. Product: CCCCCC=CCC=CCCCCCCCCOCC(CN(C)C)OC(CCC)OC1CCC2(C)C(=CCC3C2CCC2(C)C(C(C)CCCC(C)C)CCC32)C1. The reactants are BrC1=C(C(=O)O)C=C(C=C1)S(=O)(=O)Cl (2-Bromo-5-chlorosulfonylbenzoic acid), C(C1=CC=CC=C1)OC1CNCCC1 (3-benzyloxypiperidine). The product is BrC1=C(C(=O)O)C=C(C=C1)S(=O)(=O)N1CC(CCC1)OCC1=CC=CC=C1 (2-Bromo-5-(3-benzyloxypiperidinosulfonyl)benzoic Acid). Reaction SMILES: [Br:1][C:2]1[CH:10]=[CH:9][C:8]([S:11](Cl)(=[O:13])=[O:12])=[CH:7][C:3]=1[C:4]([OH:6])=[O:5].[CH2:15]([O:22][CH:23]1[CH2:28][CH2:27][CH2:26][NH:25][CH2:24]1)[C:16]1[CH:21]=[CH:20][CH:19]=[CH:18][CH:17]=1>>[Br:1][C:2]1[CH:10]=[CH:9][C:8]([S:11]([N:25]2[CH2:26][CH2:27][CH2:28][CH:23]([O:22][CH2:15][C:16]3[CH:21]=[CH:20][CH:19]=[CH:18][CH:17]=3)[CH2:24]2)(=[O:13])=[O:12])=[CH:7][C:3]=1[C:4]([OH:6])=[O:5]. Reported procedure: 2-Bromo-5-chlorosulfonylbenzoic acid is reacted with 3-benzyloxypiperidine by the method of Example 1. Recrystallization from ether-hexane, yields the product, m.p. 177°-178° C. Reactants: O=C1NN=CC(N1)=O (3,5-Dioxo-2,3,4,5-tetrahydro-1,2,4-triazine), C(C)(C)(C)OC1OCCC1 (2-t-butoxytetrahydrofuran). The solvent is CN(C=O)C (dimethylformamide). Run at time 5 hour. Product: O1C(CCC1)N1N=CC(N(C1=O)C1OCCC1)=O (2,4-bis(tetrahydro-2-furanyl)-3,5-dioxo-2,3,4,5-tetrahydro-1,2,4-triazine). The yield is 12.0%. As a reaction SMILES: [O:1]=[C:2]1[NH:7][C:6](=[O:8])[CH:5]=[N:4][NH:3]1.C(O[CH:14]1[CH2:18][CH2:17][CH2:16][O:15]1)(C)(C)C>CN(C)C=O>[O:15]1[CH2:16][CH2:17][CH2:18][CH:14]1[N:3]1[C:2](=[O:1])[N:7]([CH:16]2[CH2:17][CH2:18][CH2:14][O:15]2)[C:6](=[O:8])[CH:5]=[N:4]1. Procedure details: 3,5-Dioxo-2,3,4,5-tetrahydro-1,2,4-triazine (1 g) and 2-t-butoxytetrahydrofuran (1.9 g) are dissolved in dimethylformamide (3 ml), and the mixture is stirred at 160°-165° C. for 5 hours. The dimethylformamide is removed in vacuo from the reaction mixture to give the residue. The residue is column-chromatographed over silica gel using a mixture of acetone/n-hexane (1/3) as an eluent. The first major fraction gives 2,4-bis(tetrahydro-2-furanyl)-3,5-dioxo-2,3,4,5-tetrahydro-1,2,4-triazine (Compound... Starting materials: BrCCCO (3-bromo-1-propanol), OC1=CC=C(C=C1)C=1C(CC(NN1)=O)C (6-(4-hydroxyphenyl)-5-methyl-4,5-dihydro-3(2H)-pyridazinone), C([O-])([O-])=O.[K+].[K+] (potassium carbonate). Run in CN(C)C=O (DMF), O (water). Conditions: temperature 100 celsius. Yields the product OCCCOC1=CC=C(C=C1)C=1C(CC(NN1)=O)C (6-[4-(3-hydroxypropyloxy)phenyl]-5-methyl-4,5-dihydro-3(2H)-pyridazinone). RXN SMILES: Br[CH2:2][CH2:3][CH2:4][OH:5].[OH:6][C:7]1[CH:12]=[CH:11][C:10]([C:13]2[CH:14]([CH3:20])[CH2:15][C:16](=[O:19])[NH:17][N:18]=2)=[CH:9][CH:8]=1.C(=O)([O-])[O-].[K+].[K+]>CN(C=O)C.O>[OH:5][CH2:4][CH2:3][CH2:2][O:6][C:7]1[CH:12]=[CH:11][C:10]([C:13]2[CH:14]([CH3:20])[CH2:15][C:16](=[O:19])[NH:17][N:18]=2)=[CH:9][CH:8]=1 |f:2.3.4|. Procedure: A solution of 361 mg (1.62 mmol) of the THP-derivative of 3-bromo-1-propanol prepared above, 220 mg (1.08 mmol) of 6-(4-hydroxyphenyl)-5-methyl-4,5-dihydro-3(2H)-pyridazinone and 298 mg (2.15 mmol) of powdered anhydrous potassium carbonate in 3 ml of DMF is heated at 100° C. for 2 hr. After cooling the reaction mixture is diluted with 25 ml of water and extracted with EtOAc (3×25 ml). The combined organic extracts are washed once with water, dried (MgSO4), filtered, and the solvent removed under... The reactants are O=C([O-])[O-], CN(C)C=O, CCOC(C)=O, Clc1ccnc(Cl)n1, [Cs+], [Cs+], CC(C)(C)OC(=O)N1CC(O)C1. Product: CC(C)(C)OC(=O)N1CC(Oc2ccnc(Cl)n2)C1. RXN SMILES: [C:21](=[O:22])([O-:23])[O-:24].[CH3:27][N:28]([CH3:29])[CH:30]=[O:31].[CH3:32][CH2:33][O:34][C:35](=[O:36])[CH3:37].[Cl:1][c:2]1[n:3][cH:4][cH:5][c:6]([Cl:8])[n:7]1.[Cs+:25].[Cs+:26].[OH:9][CH:10]1[CH2:11][N:12]([C:14](=[O:15])[O:16][C:17]([CH3:18])([CH3:19])[CH3:20])[CH2:13]1>>[Cl:1][c:2]1[n:3][cH:4][cH:5][c:6]([O:9][CH:10]2[CH2:11][N:12]([C:14](=[O:15])[O:16][C:17]([CH3:18])([CH3:19])[CH3:20])[CH2:13]2)[n:7]1.